Dataset: the Open Reaction Database (ORD), a public repository of structured organic reaction records. Task: describe an organic reaction: reactants, conditions, products, and yield Reactants: S(=O)(=O)(Cl)Cl (sulphuryl chloride), COC1=C(C(=O)O)C(=CC=C1)OC (2,6-dimethoxybenzoic acid). The solvent is C(Cl)(Cl)Cl (chloroform), C(Cl)(Cl)Cl (chloroform). Reaction conditions: temperature 50 celsius, time 8 hour. Product: ClC=1C(=C(C(=O)O)C(=CC1)OC)OC (3-Chloro-2,6-dimethoxybenzoic acid). RXN SMILES: S(Cl)([Cl:4])(=O)=O.[CH3:6][O:7][C:8]1[CH:16]=[CH:15][CH:14]=[C:13]([O:17][CH3:18])[C:9]=1[C:10]([OH:12])=[O:11]>C(Cl)(Cl)Cl>[Cl:4][C:16]1[C:8]([O:7][CH3:6])=[C:9]([C:13]([O:17][CH3:18])=[CH:14][CH:15]=1)[C:10]([OH:12])=[O:11]. Reported procedure: A solution of 16.2 ml (0.2 mol) of sulphuryl chloride in 100 ml of chloroform is added dropwise while stirring to a solution of 36.4 g (0.2 mol) of 2,6-dimethoxybenzoic acid in 300 ml of chloroform. The mixture is heated for 0.5 h at 50° C. and left overnight at room temperature. The solvent is evaporated and the residue recrystallized from isopropyl ether--light petroleum. Yield: 35.4 g, m.p. 132°-33° C. The reactants are C1CCOC1, COC(=O)C(C)(C)c1ccc(-c2ccco2)cc1, CO, Cl, [Na+], [OH-]. The product is CC(C)(C(=O)O)c1ccc(-c2ccco2)cc1. RXN SMILES: [CH2:24]1[O:25][CH2:26][CH2:27][CH2:28]1.[CH3:1][O:2][C:3]([C:4]([CH3:5])([CH3:6])[c:7]1[cH:8][cH:9][c:10](-[c:13]2[o:14][cH:15][cH:16][cH:17]2)[cH:11][cH:12]1)=[O:18].[CH3:22][OH:23].[ClH:21].[Na+:20].[OH-:19]>>[O:2]=[C:3]([C:4]([CH3:5])([CH3:6])[c:7]1[cH:8][cH:9][c:10](-[c:13]2[o:14][cH:15][cH:16][cH:17]2)[cH:11][cH:12]1)[OH:18]. The reactants are N1=CC(=CC=C1)C=1C=C(\C=C\2/CCC=3NC(=CC32)C(=O)OC)C=CC1 ((E)-methyl 4-(3-(pyridin-3-yl)benzylidene)-1,4,5,6-tetrahydrocyclopenta[b]pyrrole-2-carboxylate), [OH-].[Li+] (lithium hydroxide), CO (methanol). Run in C1CCOC1 (THF). Product: N1=CC(=CC=C1)C=1C=C(CC2CCC=3NC(=CC32)C(=O)O)C=CC1 (4-(3-(pyridin-3-yl)benzyl)-1,4,5,6-tetrahydrocyclopenta[b]pyrrole-2-carboxylic acid). RXN SMILES: [N:1]1[CH:6]=[CH:5][CH:4]=[C:3]([C:7]2[CH:8]=[C:9]([CH:23]=[CH:24][CH:25]=2)/[CH:10]=[C:11]2\[CH2:12][CH2:13][C:14]3[NH:15][C:16]([C:19]([O:21]C)=[O:20])=[CH:17][C:18]\2=3)[CH:2]=1.[OH-].[Li+].CO>C1COCC1>[N:1]1[CH:6]=[CH:5][CH:4]=[C:3]([C:7]2[CH:8]=[C:9]([CH:23]=[CH:24][CH:25]=2)[CH2:10][CH:11]2[C:18]3[CH:17]=[C:16]([C:19]([OH:21])=[O:20])[NH:15][C:14]=3[CH2:13][CH2:12]2)[CH:2]=1 |f:1.2|. Reported procedure: The title compound was synthesized from (E)-methyl 4-(3-(pyridin-3-yl)benzylidene)-1,4,5,6-tetrahydrocyclopenta[b]pyrrole-2-carboxylate (0.051 g, 0.15 mmol) and lithium hydroxide (0.067 g, 1.6 mmol in 1 mL water), according to General Procedure 7. A 1:1 mixture of methanol (MeOH) and THF (2 mL) was used. The resulting product was purified by reverse phase HPLC, eluting with a gradient of 40-100% MeOH: water (with 0.1% formic acid) to afford the title compound. 15.0 mg, 31% yield. 1H NMR (400 MHz...